From a dataset of the Open Reaction Database (ORD), a public repository of structured organic reaction records. describe an organic reaction: reactants, conditions, products, and yield The reactants are CC(C)(C)N(C([O-])=O)C(C(=O)NC=1C=NC(=CC1)OC1=C2CC(COC2=CC=C1)C)(C)C (1,1-dimethylethyl[1,1-dimethyl-2-({6-[(3-methyl-3,4-dihydro-2H-chromen-5-yl)oxy]-3-pyridinyl}amino)-2-oxoethyl]carbamate), CC(C)(C)N(C([O-])=O)C(C(=O)NC=1C=NC(=CC1)OC1=C2CC(COC2=CC=C1)C)(C)C (1,1-dimethylethyl[1,1-dimethyl-2-({6-[(3-methyl-3,4-dihydro-2H-chromen-5-yl)oxy]-3-pyridinyl}amino)-2-oxoethyl]carbamate), C(=O)(C(F)(F)F)O (TFA). The solvent is ClCCl (dichloromethane). Run at temperature 0 celsius, time 30 minute. Yields the product CC(N)(C)C(=O)NC=1C=NC(=CC1)OC1=C2CC(COC2=CC=C1)C (2-methyl-N1-{6-[(3-methyl-3,4-dihydro-2H-chromen-5-yl)oxy]-3-pyridinyl}alaninamide). Yield: 90.1%. RXN SMILES: C(O)(C(F)(F)F)=O.CC([N:12]([C:16]([CH3:39])([CH3:38])[C:17]([NH:19][C:20]1[CH:21]=[N:22][C:23]([O:26][C:27]2[CH:36]=[CH:35][CH:34]=[C:33]3[C:28]=2[CH2:29][CH:30]([CH3:37])[CH2:31][O:32]3)=[CH:24][CH:25]=1)=[O:18])C(=O)[O-])(C)C>ClCCl>[CH3:39][C:16]([C:17]([NH:19][C:20]1[CH:21]=[N:22][C:23]([O:26][C:27]2[CH:36]=[CH:35][CH:34]=[C:33]3[C:28]=2[CH2:29][CH:30]([CH3:37])[CH2:31][O:32]3)=[CH:24][CH:25]=1)=[O:18])([CH3:38])[NH2:12]. Reported procedure: In a 50 ml round-bottomed flask 1,1-dimethylethyl[1,1-dimethyl-2-({6-[(3-methyl-3,4-dihydro-2H-chromen-5-yl)oxy]-3-pyridinyl}amino)-2-oxoethyl]carbamate (Intermediate 120, 104.0 mg) was dissolved in dichloromethane (6 ml) to give a pale yellow solution. The reaction mixture was cooled at 0° C. and TFA (2 ml, 26.0 mmol) was added. The reaction mixture was stirred at 0° C. After 2 h 30 min, the mixture was evaporated under vacuum to give the crude product which was charged on a 5 g SCX cartridge. ... Starting materials: CCCCCCCN(CC)CC(=O)c1ccc(NS(C)(=O)=O)cc1, CO, Cl, [H][H]. The product is CCCCCCCN(CC)CC(O)c1ccc(NS(C)(=O)=O)cc1. As a reaction SMILES: [CH2:2]([CH3:3])[N:4]([CH2:5][CH2:6][CH2:7][CH2:8][CH2:9][CH2:10][CH3:11])[CH2:12][C:13](=[O:14])[c:15]1[cH:16][cH:17][c:18]([NH:21][S:22](=[O:23])(=[O:24])[CH3:25])[cH:19][cH:20]1.[CH3:28][OH:29].[ClH:1].[H:26][H:27]>>[CH2:2]([CH3:3])[N:4]([CH2:5][CH2:6][CH2:7][CH2:8][CH2:9][CH2:10][CH3:11])[CH2:12][CH:13]([OH:14])[c:15]1[cH:16][cH:17][c:18]([NH:21][S:22](=[O:23])(=[O:24])[CH3:25])[cH:19][cH:20]1. Starting materials: O=C(OC(C)(C)C)CCCCC. Reagents/catalysts: O1B(OC(C)(C)C1(C)C)B2OC(C)(C)C(O2)(C)C, O1C=2C=CC=3C=CC=CC3C2C4=C(OP1OC=5C=CC=6C=CC=CC6C5C7=C(O[Si](C(C)C)(C(C)C)C(C)C)C=CC=8C=CC=CC87)C=CC=9C=CC=CC94, O=C(NC1=CC=CC=C1C2=CN=CC=C2)NC3CCCCC3, N=1C(=CC=CC1C)C, C[OH2+].C[OH2+].C1CC=CCCC=C1.C1CC=CCCC=C1.[Ir].[Ir]. The solvent is C=1C=CC(=CC1)C, O(C)C1CCCC1. Reaction conditions: temperature 25 celsius, time 48 hour. Product: O=C(OC(C)(C)C)CCC(B1OC(C)(C)C(O1)(C)C)CC. Isolated yield 78.0%. RXN SMILES: [Br:1][c:2]1[cH:3][c:4]([CH3:9])[cH:5][c:6]([CH3:8])[cH:7]1.[CH3:19][C:20]([CH3:21])([O-:22])[CH3:23].[Cl:10][c:11]1[n:12][cH:13][c:14]([CH3:18])[c:15]([NH2:17])[n:16]1.[K+:24].[O:25]1[CH2:26][CH2:27][O:28][CH2:29][CH2:30]1>>[c:2]1([NH:17][c:15]2[c:14]([CH3:18])[cH:13][n:12][c:11]([Cl:10])[n:16]2)[cH:3][c:4]([CH3:9])[cH:5][c:6]([CH3:8])[cH:7]1. The product is Cc1cc(C)cc(Nc2nc(Cl)ncc2C)c1. Starting materials: Cc1cc(C)cc(Br)c1, CC(C)(C)[O-], Cc1cnc(Cl)nc1N, [K+], C1COCCO1.